From a dataset of the Open Reaction Database (ORD), a public repository of structured organic reaction records. describe an organic reaction: reactants, conditions, products, and yield Reactants: NC1=CC=C(C(=O)N(C2=CC(=C(C=C2)C)C)CCN2CCC(CC2)C(C2=CC=C(C=C2)F)=O)C=C1 (4-amino-N-{2-[4-(4-fluorobenzoyl)piperidino]ethyl}-N-(3,4-dimethylphenyl)benzamide), C(C)(=O)OC(C)=O (acetic anhydride). The product is C(C)(=O)NC1=CC=C(C(=O)N(C2=CC(=C(C=C2)C)C)CCN2CCC(CC2)C(C2=CC=C(C=C2)F)=O)C=C1 (4-Acetylamino-N-{2-[4-(4-fluorobenzoyl)piperidino]ethyl}-N-(3,4-dimethylphenyl)benzamide). Yield: 99.7%. Reaction SMILES: [NH2:1][C:2]1[CH:35]=[CH:34][C:5]([C:6]([N:8]([CH2:17][CH2:18][N:19]2[CH2:24][CH2:23][CH:22]([C:25](=[O:33])[C:26]3[CH:31]=[CH:30][C:29]([F:32])=[CH:28][CH:27]=3)[CH2:21][CH2:20]2)[C:9]2[CH:14]=[CH:13][C:12]([CH3:15])=[C:11]([CH3:16])[CH:10]=2)=[O:7])=[CH:4][CH:3]=1.[C:36](OC(=O)C)(=[O:38])[CH3:37]>>[C:36]([NH:1][C:2]1[CH:3]=[CH:4][C:5]([C:6]([N:8]([CH2:17][CH2:18][N:19]2[CH2:24][CH2:23][CH:22]([C:25](=[O:33])[C:26]3[CH:27]=[CH:28][C:29]([F:32])=[CH:30][CH:31]=3)[CH2:21][CH2:20]2)[C:9]2[CH:14]=[CH:13][C:12]([CH3:15])=[C:11]([CH3:16])[CH:10]=2)=[O:7])=[CH:34][CH:35]=1)(=[O:38])[CH3:37]. Procedure: Using 4-amino-N-{2-[4-(4-fluorobenzoyl)piperidino]ethyl}-N-(3,4-dimethylphenyl)benzamide (333.1 mg, 0.70 mmol) and acetic anhydride (0.080 ml, 0.85 mmol), the procedure of Inventive Example 94 was repeated to obtain 359.9 mg (99.7%) of the title compound in a light brown amorphous form. The reactants are Cl (HCl), ClC=1C=C(C=CC1)C1=NNC(C2=C1N=CC=C2)=O (8- (3-chlorophenyl)pyrido [2,3 -d]pyridazin-5-one), IC(C)C (2-Iodopropane), [H-].[Na+] (sodium hydride). Solvent: O1CCCC1 (tetrahydrofuran). Reaction conditions: time 30 minute. Yields the product CC(C)N1N=C(C2=C(C1=O)C=CC=N2)C2=CC(=CC=C2)Cl (6-(2-propyl)-8-(3-chlorophenyl)pyrido[2,3-d]pyridazin-5-one). Yield: 39.1%. As a reaction SMILES: [Cl:1][C:2]1[CH:3]=[C:4]([C:8]2[C:13]3[N:14]=[CH:15][CH:16]=[CH:17][C:12]=3[C:11](=[O:18])[NH:10][N:9]=2)[CH:5]=[CH:6][CH:7]=1.[H-].[Na+].I[CH:22]([CH3:24])[CH3:23].Cl>O1CCCC1>[CH3:23][CH:22]([N:10]1[C:11](=[O:18])[C:12]2[CH:17]=[CH:16][CH:15]=[N:14][C:13]=2[C:8]([C:4]2[CH:5]=[CH:6][CH:7]=[C:2]([Cl:1])[CH:3]=2)=[N:9]1)[CH3:24] |f:1.2|. Procedure: To a suspension of 8- (3-chlorophenyl)pyrido [2,3 -d]pyridazin-5-one (0.33 g, 1.28 mmoles) in tetrahydrofuran (50 ml) was added sodium hydride (0.07 g, 1.53 mmoles). The mixture was stirred at room temperature for 30 minutes under an inert atmosphere. 2-Iodopropane (0.64 ml, 6.4 mmoles) was added and the mixture refluxed for 48 hours. The mixture was cooled and acidified by the addition of 50 ml of 1N HCl. The mixture was extracted with ethyl acetate (3×50 ml) and dried over magnesium sulfate. T...